This data is from the Open Reaction Database (ORD), a public repository of structured organic reaction records. The task is: describe an organic reaction: reactants, conditions, products, and yield Reactants: CCN=C=NCCCN(C)C, CN(C)c1ccncc1, ClCCl, Cl, O=C(O)c1cccc([N+](=O)[O-])c1, NS(=O)(=O)c1ccccc1. Yields the product O=C(NS(=O)(=O)c1ccccc1)c1cccc([N+](=O)[O-])c1. As a reaction SMILES: [CH3:24][N:25]([CH3:26])[CH2:27][CH2:28][CH2:29][N:30]=[C:31]=[N:32][CH2:33][CH3:34].[CH3:35][N:36]([CH3:37])[c:38]1[cH:39][cH:40][n:41][cH:42][cH:43]1.[Cl:44][CH2:45][Cl:46].[ClH:23].[N+:11](=[O:12])([O-:13])[c:14]1[cH:15][c:16]([C:17](=[O:18])[OH:19])[cH:20][cH:21][cH:22]1.[c:1]1([S:7](=[O:8])(=[O:9])[NH2:10])[cH:2][cH:3][cH:4][cH:5][cH:6]1>>[c:1]1([S:7](=[O:8])(=[O:9])[NH:10][C:17]([c:16]2[cH:15][c:14]([N+:11](=[O:12])[O-:13])[cH:22][cH:21][cH:20]2)=[O:18])[cH:2][cH:3][cH:4][cH:5][cH:6]1. Starting materials: Cl (hydrochloric acid), ClC1=CC2=C(C(NC3=C(N2C(=O)Cl)N=CC=C3)=O)C=C1 (9-chloro-11-(chlorocarbonyl)-5,11-dihydro-6H-pyrido[2,3-b][1,4]benzodiazepin-6-one), C(C)N(CC)CC1N(CCCC1)CCN ((+)-2-[2-[(diethylamino)methyl]-piperidin-1-yl]ethanamine), C (charcoal). Solvent: C(C)#N (acetonitrile). Yields the product ClC1=CC2=C(C(NC3=C(N2C(=O)NCCN2C(CCCC2)CN(CC)CC)N=CC=C3)=O)C=C1 ((+)-9-Chloro-11-[[[2-[2-[(diethylamino)methyl]-piperidin-1-yl]ethyl]amino]carbonyl]-5,11-dihydro-6H-pyrido[2,3-b][1,4]benzodiazepin-6-one). The yield is 50.0%. Reaction SMILES: [Cl:1][C:2]1[CH:20]=[CH:19][C:5]2[C:6](=[O:18])[NH:7][C:8]3[CH:17]=[CH:16][CH:15]=[N:14][C:9]=3[N:10]([C:11](Cl)=[O:12])[C:4]=2[CH:3]=1.[CH2:21]([N:23]([CH2:26][CH:27]1[CH2:32][CH2:31][CH2:30][CH2:29][N:28]1[CH2:33][CH2:34][NH2:35])[CH2:24][CH3:25])[CH3:22].C.Cl>C(#N)C>[Cl:1][C:2]1[CH:20]=[CH:19][C:5]2[C:6](=[O:18])[NH:7][C:8]3[CH:17]=[CH:16][CH:15]=[N:14][C:9]=3[N:10]([C:11]([NH:35][CH2:34][CH2:33][N:28]3[CH2:29][CH2:30][CH2:31][CH2:32][CH:27]3[CH2:26][N:23]([CH2:21][CH3:22])[CH2:24][CH3:25])=[O:12])[C:4]=2[CH:3]=1. Procedure details: Prepared analogously to Example 2 from 9-chloro-11-(chlorocarbonyl)-5,11-dihydro-6H-pyrido[2,3-b][1,4]benzodiazepin-6-one and (+)-2-[2-[(diethylamino)methyl]-piperidin-1-yl]ethanamine in a yield of 50% of theory. Colourless crystals, m.p. 169°-170° C. (from acetonitrile, using activated charcoal); [α]D20 =+11.88° (dilute hydrochloric acid). Reactants: C(C)(C)(C)OC(=O)C1=C(SC=2C(OCCC21)CNC(=O)OCC(Cl)(Cl)Cl)N (2-amino-7-((2,2,2-trichloro-ethoxycarbonylamino)methyl)-4,7-dihydro-5H-thieno[2,3-c]pyran-3-carboxylic acid tert-butyl ester), P(=O)([O-])([O-])[O-] (phosphate). Reagents/catalysts: [Zn] (zinc). Run in O1CCCC1 (tetrahydrofuran). Conditions: time 6 hour. Product: C(C)(C)(C)OC(=O)C1=C(SC=2C(OCCC21)CN)N (2-amino-7-aminomethyl-4,7-dihydro-5H-thieno[2,3-c]pyran-3-carboxylic acid tert-butyl ester). Isolated yield 66.8%. RXN SMILES: [C:1]([O:5][C:6]([C:8]1[C:16]2[CH2:15][CH2:14][O:13][CH:12]([CH2:17][NH:18]C(OCC(Cl)(Cl)Cl)=O)[C:11]=2[S:10][C:9]=1[NH2:27])=[O:7])([CH3:4])([CH3:3])[CH3:2].P([O-])([O-])([O-])=O>O1CCCC1.[Zn]>[C:1]([O:5][C:6]([C:8]1[C:16]2[CH2:15][CH2:14][O:13][CH:12]([CH2:17][NH2:18])[C:11]=2[S:10][C:9]=1[NH2:27])=[O:7])([CH3:4])([CH3:2])[CH3:3]. Procedure: The above 2-amino-7-((2,2,2-trichloro-ethoxycarbonylamino)methyl)-4,7-dihydro-5H-thieno[2,3-c]pyran-3-carboxylic acid tert-butyl ester (4.0 g, 8.0 mmol) was dissolved in a mixture of tetrahydrofuran (15 ml) and a aqueous phosphate buffer (pH 3; 5 ml) followed by addition of zinc (16 g, 0.244 mol). The reaction mixture was stirred for 6 h at room temperature at which time the solvent was removed in vacuo. To the residue was added diethyl ether (20 ml) and water (40 ml). Sodium carbonate was added... The reactants are IC=1C=C2C(OC(C2=CC1)=O)=O (5-iodoisobenzofuran-1,3-dione), chloro, IC1=C2C(OC(C2=CC=C1)=O)=O (iodoisobenzofuran-1,3-dione), C#C (acetylene), C(#CC=1C=C2C(OC(C2=CC1)=O)=O)C=1C=C2C(OC(C2=CC1)=O)=O (5,5′-(ethyne-1,2-diyl)bis(isobenzofuran-1,3-dione)), C#C (ethyne). Yields the product C(#CC1=C2C(OC(C2=CC=C1)=O)=O)C1=C2C(OC(C2=CC=C1)=O)=O ((ethyne-1,2-diyl)bis(isobenzofuran-1,3-dione)), C(#CC=1C=C2C(OC(C2=CC1)=O)=O)C=1C=C2C(OC(C2=CC1)=O)=O (5,5′-(ethyne-1,2-diyl)bis(isobenzofuran-1,3-dione)). Reaction SMILES: I[C:2]1[CH:10]=[CH:9][CH:8]=[C:7]2[C:3]=1[C:4](=[O:12])[O:5][C:6]2=[O:11].I[C:14]1[CH:15]=[C:16]2[C:20](=[CH:21][CH:22]=1)[C:19](=[O:23])[O:18][C:17]2=[O:24].C#C.[C:27]([C:40]1[CH:41]=[C:42]2[C:46](=[CH:47][CH:48]=1)[C:45](=[O:49])[O:44][C:43]2=[O:50])#[C:28][C:29]1[CH:30]=[C:31]2[C:35](=[CH:36][CH:37]=1)[C:34](=[O:38])[O:33][C:32]2=[O:39]>>[C:27]([C:21]1[CH:22]=[CH:14][CH:15]=[C:16]2[C:20]=1[C:19](=[O:23])[O:18][C:17]2=[O:24])#[C:28][C:2]1[CH:10]=[CH:9][CH:8]=[C:7]2[C:3]=1[C:4](=[O:12])[O:5][C:6]2=[O:11].[C:28]([C:29]1[CH:30]=[C:31]2[C:35](=[CH:36][CH:37]=1)[C:34](=[O:38])[O:33][C:32]2=[O:39])#[C:27][C:40]1[CH:41]=[C:42]2[C:46](=[CH:47][CH:48]=1)[C:45](=[O:49])[O:44][C:43]2=[O:50]. Procedure details: The present inventors have found that (ethyne-1,2-diyl)bis(isobenzofuran-1,3-diones), such as 5,5′-(ethyne-1,2-diyl)bis(isobenzofuran-1,3-dione), may be obtained in a high yield in a one-step procedure by employing a Sonogashira coupling to react a chloro-, bromo-, or iodoisobenzofuran-1,3-dione, such as 5-chloro-, 5-bromo-, or 5-iodoisobenzofuran-1,3-dione, with acetylene, i.e. ethyne. By employing a one step procedure and by avoiding aqueous work-up, causing hydrolysis of the anhydride moietie... The product is C1(=CC=CC=C1)SC1=C(NC2=CC=C(C=C12)CNC1=CC(=CC=C1)C(F)(F)F)C(=O)N (3-Phenylsulfanyl-5-[(3-trifluoromethyl-phenylamino)methyl]-1H-indole-2-carboxylic acid amide). The solvent is CO.C(Cl)Cl (MeOH CH2Cl2). As a reaction SMILES: [CH:1]([C:3]1[CH:4]=[C:5]2[C:9](=[CH:10][CH:11]=1)[NH:8][C:7]([C:12]([NH2:14])=[O:13])=[C:6]2[S:15][C:16]1[CH:21]=[CH:20][CH:19]=[CH:18][CH:17]=1)=O.[F:22][C:23]([F:32])([F:31])[C:24]1[CH:25]=[C:26]([CH:28]=[CH:29][CH:30]=1)[NH2:27]>CO.C(Cl)Cl>[C:16]1([S:15][C:6]2[C:5]3[C:9](=[CH:10][CH:11]=[C:3]([CH2:1][NH:27][C:26]4[CH:28]=[CH:29][CH:30]=[C:24]([C:23]([F:22])([F:31])[F:32])[CH:25]=4)[CH:4]=3)[NH:8][C:7]=2[C:12]([NH2:14])=[O:13])[CH:21]=[CH:20][CH:19]=[CH:18][CH:17]=1 |f:2.3|. Starting materials: C(=O)C=1C=C2C(=C(NC2=CC1)C(=O)N)SC1=CC=CC=C1 (5-formyl-3-phenylsulfanyl-1H-indole-2-carboxylic acid amide), FC(C=1C=C(N)C=CC1)(F)F (3-trifluoromethylaniline). Reported procedure: Treat 5-formyl-3-phenylsulfanyl-1H-indole-2-carboxylic acid amide 13 (m=0, R3=Ph) (50 mg, 0.17 mmol) with 3-trifluoromethylaniline (80 mg, 0.50 mmol) as described in General Procedure X to afford Iac (36 mg, 48.3%) as an ivory colored solid, tlc Rf=0.5 (5% MeOH/CH2Cl2), m/z obs=442 (M+1). Procedure details: Silica gel thin layer chromatography, in 8/2 chloroform/methanol and visualized with iodine and ninhydrin spray, was used at various stages of the synthesis to show disappearance of the starting amine and appearance of the biotin acid derivative. Yields the product NC(CCCCC(=O)O)(N)N.OC(=O)CCCC[C@@H]1SC[C@@H]2NC(=O)N[C@H]12 (Biotin Tris-Amino-Hexanoic Acid). Reactants: II (iodine), OC(=O)CCCC[C@@H]1SC[C@@H]2NC(=O)N[C@H]12 (biotin), C1=CC=C2C(=C1)C(=O)C(C2=O)(O)O (ninhydrin spray), NC(CCCCC(=O)O)(N)N (tris-aminohexanoic acid). RXN SMILES: II.C1C=C2C(C(O)(O)C(=O)C2=CC=1)=O.[NH2:16][C:17]([NH2:26])([NH2:25])[CH2:18][CH2:19][CH2:20][CH2:21][C:22]([OH:24])=[O:23].[OH:27][C:28]([CH2:30][CH2:31][CH2:32][CH2:33][C@H:34]1[C@@H:42]2[C@@H:37]([NH:38][C:39]([NH:41]2)=[O:40])[CH2:36][S:35]1)=[O:29]>C(Cl)(Cl)Cl.CO>[NH2:26][C:17]([NH2:16])([NH2:25])[CH2:18][CH2:19][CH2:20][CH2:21][C:22]([OH:24])=[O:23].[OH:29][C:28]([CH2:30][CH2:31][CH2:32][CH2:33][C@H:34]1[C@@H:42]2[C@@H:37]([NH:38][C:39]([NH:41]2)=[O:40])[CH2:36][S:35]1)=[O:27] |f:4.5,6.7|. Solvent: C(Cl)(Cl)Cl.CO (chloroform methanol).